This data is from the Open Reaction Database (ORD), a public repository of structured organic reaction records. The task is: describe an organic reaction: reactants, conditions, products, and yield Reactants: CC(C(=O)NC1=CC(=CC=C1)C1CCN(CC1)CCCCCCC(C1=CC=CC=C1)=O)C (2-methyl-N-{3-[1-(7-oxo-7-phenylheptyl)-4-piperidinyl]phenyl}propanamide), Cl.C1(=CC=CC=C1)N(N)C1=CC=CC=C1 (1,1-diphenylhydrazine hydrochloride). Product: C1(=CC=CC=C1)N1C(=C(C2=CC=CC=C12)CCCCCN1CCC(CC1)C=1C=C(C=CC1)NC(C(C)C)=O)C1=CC=CC=C1 (N-(3-{1-[5-(1,2-DIPHENYL-1H-INDOL-3-YL)PENTYL]-4-PIPERIDINYL}PHENYL)-2-METHYLPROPANAMIDE). As a reaction SMILES: [CH3:1][CH:2]([CH3:32])[C:3]([NH:5][C:6]1[CH:11]=[CH:10][CH:9]=[C:8]([CH:12]2[CH2:17][CH2:16][N:15]([CH2:18][CH2:19][CH2:20][CH2:21][CH2:22][CH2:23][C:24](=O)[C:25]3[CH:30]=[CH:29][CH:28]=[CH:27][CH:26]=3)[CH2:14][CH2:13]2)[CH:7]=1)=[O:4].Cl.[C:34]1([N:40]([C:42]2[CH:47]=[CH:46][CH:45]=[CH:44][CH:43]=2)N)[CH:39]=[CH:38][CH:37]=[CH:36][CH:35]=1>>[C:34]1([N:40]2[C:42]3[C:47](=[CH:46][CH:45]=[CH:44][CH:43]=3)[C:23]([CH2:22][CH2:21][CH2:20][CH2:19][CH2:18][N:15]3[CH2:16][CH2:17][CH:12]([C:8]4[CH:7]=[C:6]([NH:5][C:3](=[O:4])[CH:2]([CH3:1])[CH3:32])[CH:11]=[CH:10][CH:9]=4)[CH2:13][CH2:14]3)=[C:24]2[C:25]2[CH:26]=[CH:27][CH:28]=[CH:29][CH:30]=2)[CH:39]=[CH:38][CH:37]=[CH:36][CH:35]=1 |f:1.2|. Procedure details: Prepared by Procedure E and Scheme M using 2-methyl-N-{3-[1-(7-oxo-7-phenylheptyl)-4-piperidinyl]phenyl}propanamide and 1,1-diphenylhydrazine hydrochloride: ESMS m/e: 584.3 (M+H)+. Starting materials: NC(=O)C1CN(CCN1CCCCC(C1=CC=C(C=C1)F)C1=CC=C(C=C1)F)CC(=O)NC1=C(C=C(C=C1Cl)[N+](=O)[O-])Cl (3-(aminocarbonyl)-4-[5,5-bis(4-fluorophenyl)pentyl]-N-(2,6-dichloro-4-nitrophenyl)-1-piperazineacetamide), S1C=CC=C1 (thiophene), [H][H] (hydrogen). The reagents and catalysts are [Pt] (platinum-on-charcoal). Solvent: CO (methanol), CO (methanol). The product is Cl.Cl.Cl.NC(=O)C1CN(CCN1CCCCC(C1=CC=C(C=C1)F)C1=CC=C(C=C1)F)CC(=O)NC1=C(C=C(C=C1Cl)N)Cl (3-(aminocarbonyl)-N-(4-amino-2,6-dichlorophenyl)-4-[5,5-bis(4-fluorophenyl)pentyl]-1-piperazineacetamide trihydrochloride). Isolated yield 77.7%. As a reaction SMILES: [NH2:1][C:2]([CH:4]1[N:9]([CH2:10][CH2:11][CH2:12][CH2:13][CH:14]([C:22]2[CH:27]=[CH:26][C:25]([F:28])=[CH:24][CH:23]=2)[C:15]2[CH:20]=[CH:19][C:18]([F:21])=[CH:17][CH:16]=2)[CH2:8][CH2:7][N:6]([CH2:29][C:30]([NH:32][C:33]2[C:38]([Cl:39])=[CH:37][C:36]([N+:40]([O-])=O)=[CH:35][C:34]=2[Cl:43])=[O:31])[CH2:5]1)=[O:3].S1C=CC=C1.[H][H]>CO.[Pt]>[ClH:39].[ClH:39].[ClH:39].[NH2:1][C:2]([CH:4]1[N:9]([CH2:10][CH2:11][CH2:12][CH2:13][CH:14]([C:15]2[CH:16]=[CH:17][C:18]([F:21])=[CH:19][CH:20]=2)[C:22]2[CH:27]=[CH:26][C:25]([F:28])=[CH:24][CH:23]=2)[CH2:8][CH2:7][N:6]([CH2:29][C:30]([NH:32][C:33]2[C:34]([Cl:43])=[CH:35][C:36]([NH2:40])=[CH:37][C:38]=2[Cl:39])=[O:31])[CH2:5]1)=[O:3] |f:5.6.7.8|. Procedure details: A mixture of 7 parts of 3-(aminocarbonyl)-4-[5,5-bis(4-fluorophenyl)pentyl]-N-(2,6-dichloro-4-nitrophenyl)-1-piperazineacetamide, 1 part of a solution of thiophene in methanol 4% and 120 parts of methanol was hydrogenated in a Parr apparatus and at 50° C. with 2 parts of platinum-on-charcoal catalyst 5%. After the calculated amount of hydrogen was taken up, the catalyst was filtered off and the filtrate was evaporated. The residue was converted into the hydrochloride salt in 2-propanol and aceto... Starting materials: CSc1ccc(-c2coc3ccc(C(=O)NN)cc23)cc1, CN=C=S, CCO. Yields the product CNC(=S)NNC(=O)c1ccc2occ(-c3ccc(SC)cc3)c2c1. As a reaction SMILES: [CH3:1][S:2][c:3]1[cH:4][cH:5][c:6](-[c:9]2[cH:10][o:11][c:12]3[c:13]2[cH:14][c:15]([C:18](=[O:19])[NH:20][NH2:21])[cH:16][cH:17]3)[cH:7][cH:8]1.[CH3:22][N:23]=[C:24]=[S:25].[CH3:26][CH2:27][OH:28]>>[CH3:1][S:2][c:3]1[cH:4][cH:5][c:6](-[c:9]2[cH:10][o:11][c:12]3[c:13]2[cH:14][c:15]([C:18](=[O:19])[NH:20][NH:21][C:24]([NH:23][CH3:22])=[S:25])[cH:16][cH:17]3)[cH:7][cH:8]1. Reaction SMILES: [CH3:137][CH2:138][O:139][C:140](=[O:141])[CH3:142].[CH3:143][c:144]1[cH:145][cH:146][cH:147][cH:148][cH:149]1.[CH3:57][CH2:58][OH:59].[Na+:51].[Na+:52].[O-:53][C:54](=[O:55])[O-:56].[OH:41][B:42]([OH:43])[c:44]1[cH:45][cH:46][c:47]([F:48])[cH:49][cH:50]1.[cH:60]1[cH:61][cH:62][c:63]([P:64]([Pd:65]([P:66]([c:67]2[cH:68][cH:69][cH:70][cH:71][cH:72]2)([c:73]2[cH:74][cH:75][cH:76][cH:77][cH:78]2)[c:79]2[cH:80][cH:81][cH:82][cH:83][cH:84]2)([P:85]([c:86]2[cH:87][cH:88][cH:89][cH:90][cH:91]2)([c:92]2[cH:93][cH:94][cH:95][cH:96][cH:97]2)[c:98]2[cH:99][cH:100][cH:101][cH:102][cH:103]2)[P:104]([c:105]2[cH:106][cH:107][cH:108][cH:109][cH:110]2)([c:111]2[cH:112][cH:113][cH:114][cH:115][cH:116]2)[c:117]2[cH:118][cH:119][cH:120][cH:121][cH:122]2)([c:123]2[cH:124][cH:125][cH:126][cH:127][cH:128]2)[c:129]2[cH:130][cH:131][cH:132][cH:133][cH:134]2)[cH:135][cH:136]1.[o:1]1[c:2](-[c:6]2[o:7][c:8]([CH3:40])[c:9]([CH2:11][O:12][c:13]3[cH:14][cH:15][c:16]([CH2:17][n:18]4[n:19][c:20]([O:30][S:31]([C:32]([F:33])([F:34])[F:35])(=[O:36])=[O:37])[c:21]([CH2:23][CH2:24][C:25](=[O:26])[O:27][CH2:28][CH3:29])[cH:22]4)[cH:38][cH:39]3)[n:10]2)[cH:3][cH:4][cH:5]1>>[o:1]1[c:2](-[c:6]2[o:7][c:8]([CH3:40])[c:9]([CH2:11][O:12][c:13]3[cH:14][cH:15][c:16]([CH2:17][n:18]4[n:19][c:20](-[c:44]5[cH:45][cH:46][c:47]([F:48])[cH:49][cH:50]5)[c:21]([CH2:23][CH2:24][C:25](=[O:26])[O:27][CH2:28][CH3:29])[cH:22]4)[cH:38][cH:39]3)[n:10]2)[cH:3][cH:4][cH:5]1. Product: CCOC(=O)CCc1cn(Cc2ccc(OCc3nc(-c4ccco4)oc3C)cc2)nc1-c1ccc(F)cc1. The reactants are CCOC(C)=O, Cc1ccccc1, CCO, [Na+], [Na+], O=C([O-])[O-], OB(O)c1ccc(F)cc1, c1ccc(P(c2ccccc2)(c2ccccc2)[Pd](P(c2ccccc2)(c2ccccc2)c2ccccc2)(P(c2ccccc2)(c2ccccc2)c2ccccc2)P(c2ccccc2)(c2ccccc2)c2ccccc2)cc1, CCOC(=O)CCc1cn(Cc2ccc(OCc3nc(-c4ccco4)oc3C)cc2)nc1OS(=O)(=O)C(F)(F)F. Starting materials: O (water), [H-].[Na+] (Sodium hydride), CC1=CC(=NC(=C1)C=1C=NNC1)NC1=NC=CC(=C1)C(F)(F)F (4-methyl-6-(1H-pyrazol-4-yl)-N-(4-(trifluoromethyl)pyridin-2-yl)pyridin-2-amine), ClCC1(OC1)CC (2-(chloromethyl)-2-ethyloxirane). The solvent is CN(C)C=O (DMF). Conditions: time 2 hour. The product is CC1=CC(=NC(=C1)C=1C=NN(C1)CC1(OC1)C)NC1=NC=CC(=C1)C(F)(F)F (4-methyl-6-(1-((2-methyloxiran-2-yl)methyl)-1H-pyrazol-4-yl)-N-(4-(trifluoromethyl)pyridin-2-yl)pyridin-2-amine). RXN SMILES: [H-].[Na+].[CH3:3][C:4]1[CH:9]=[C:8]([C:10]2[CH:11]=[N:12][NH:13][CH:14]=2)[N:7]=[C:6]([NH:15][C:16]2[CH:21]=[C:20]([C:22]([F:25])([F:24])[F:23])[CH:19]=[CH:18][N:17]=2)[CH:5]=1.Cl[CH2:27][C:28]1([CH2:31]C)[CH2:30][O:29]1.O>CN(C=O)C>[CH3:3][C:4]1[CH:9]=[C:8]([C:10]2[CH:11]=[N:12][N:13]([CH2:27][C:28]3([CH3:31])[CH2:30][O:29]3)[CH:14]=2)[N:7]=[C:6]([NH:15][C:16]2[CH:21]=[C:20]([C:22]([F:25])([F:23])[F:24])[CH:19]=[CH:18][N:17]=2)[CH:5]=1 |f:0.1|. Reported procedure: Sodium hydride (20.7 mg, 0.52 mmol) was added to a solution of 4-methyl-6-(1H-pyrazol-4-yl)-N-(4-(trifluoromethyl)pyridin-2-yl)pyridin-2-amine (150 mg, 0.47 mmol) in DMF (2 mL). The mixture was stirred for ten minutes after which time 2-(chloromethyl)-2-ethyloxirane (150 mg, 1.41 mmol) was added. The mixture was stirred at room temperature for 2 h, water was added, and the mixture was extracted with EtOAc. The organic layer was dried over anhydrous magnesium sulfate, filtered, and concentrated u... Starting materials: ClC1=C(C#N)C=CC(=C1)N1C(C(C(C1CC)=O)(C)C)=O (2-chloro-4-(5-ethyl-3,3-dimethyl-2,4-dioxopyrrolidin-1-yl)benzonitrile), C(C)(CC)[BH-](C(C)CC)C(C)CC.[Li+].C1CCOC1 (lithium tri(sec-butyl)borohydride THF). Product: ClC1=C(C#N)C=CC(=C1)N1C(C([C@H]([C@H]1CC)O)(C)C)=O (rac-2-chloro-4-[(4R,5R)-5-ethyl-4-hydroxy-3,3-dimethyl-2-oxopyrrolidin-1-yl]benzonitrile), solid. Yield: 84.0%. As a reaction SMILES: [Cl:1][C:2]1[CH:9]=[C:8]([N:10]2[CH:14]([CH2:15][CH3:16])[C:13](=[O:17])[C:12]([CH3:19])([CH3:18])[C:11]2=[O:20])[CH:7]=[CH:6][C:3]=1[C:4]#[N:5].C([BH-](C(CC)C)C(CC)C)(CC)C.[Li+].C1COCC1>>[Cl:1][C:2]1[CH:9]=[C:8]([N:10]2[C@H:14]([CH2:15][CH3:16])[C@H:13]([OH:17])[C:12]([CH3:19])([CH3:18])[C:11]2=[O:20])[CH:7]=[CH:6][C:3]=1[C:4]#[N:5] |f:1.2.3|. Procedure details: Using 2-chloro-4-(5-ethyl-3,3-dimethyl-2,4-dioxopyrrolidin-1-yl)benzonitrile (60 mg) and lithium tri(sec-butyl)borohydride-THF solution (0.307 mL, 1 mol/L), and in the same manner as in Example 5, the title compound was obtained as a colorless solid (yield: 50 mg, 84%). The reactants are C1(CCCCC1)C(=O)Cl (Cyclohexanoyl chloride), N[C@@H](CC1=CC=C(C=C1)O)C(=O)O ((L)-Tyrosine), Cl (hydrochloric acid). Run in [OH-].[Na+] (sodium hydroxide), [OH-].[Na+] (sodium hydroxide). Reaction conditions: time 2 hour. Product: C1(CCCCC1)C(=O)N[C@@H](CC1=CC=C(C=C1)OC(=O)C1CCCCC1)C(=O)O (N,O-dicyclohexanoyl-(L)-tyrosine). Yield: 49.1%. As a reaction SMILES: [NH2:1][C@H:2]([C:11]([OH:13])=[O:12])[CH2:3][C:4]1[CH:9]=[CH:8][C:7]([OH:10])=[CH:6][CH:5]=1.[CH:14]1([C:20](Cl)=[O:21])[CH2:19][CH2:18][CH2:17][CH2:16][CH2:15]1.Cl>[OH-].[Na+]>[CH:14]1([C:20]([NH:1][C@H:2]([C:11]([OH:13])=[O:12])[CH2:3][C:4]2[CH:5]=[CH:6][C:7]([O:10][C:20]([CH:14]3[CH2:19][CH2:18][CH2:17][CH2:16][CH2:15]3)=[O:21])=[CH:8][CH:9]=2)=[O:21])[CH2:19][CH2:18][CH2:17][CH2:16][CH2:15]1 |f:3.4|. Reported procedure: (L)-Tyrosine (61.6 g., 0.34 mole) was dissolved in 190 mL of 2 N sodium hydroxide. Cyclohexanoyl chloride (49.32 mL, 0.34 mole) was added dropwise to the mixture. Additional aqueous 2 N sodium hydroxide was added, and the reaction mixture was allowed to stir at room temperature for 2 hours. The mixture was then acidified to pH 9.5 with aqueous (4:1) hydrochloric acid. A precipitate formed which was separated by vacuum filtration. The solids were dissolved in 2 N sodium hydroxide and dried by lyo... Reactants: [N+](=O)([O-])C1=C(C=CC=C1)S(=O)(=O)N(C1=CC=CC=C1)CCC1OC1 (2-nitro-N-(2-(oxiran-2-yl)ethyl)-N-phenylbenzenesulfonamide), BrC=1C=CC=2N(C3=CC=C(C=C3C2C1)Br)CCCNC1=CC=CC=C1 (N-(3-(3,6-dibromo-9H-carbazol-9-yl)propyl)aniline). The product is O1C(C1)CCNC1=CC=CC=C1 (N-(2-(oxiran-2-yl)ethyl)aniline). Reaction SMILES: [N+](C1C=CC=CC=1S([N:13]([CH2:20][CH2:21][CH:22]1[CH2:24][O:23]1)[C:14]1[CH:19]=[CH:18][CH:17]=[CH:16][CH:15]=1)(=O)=O)([O-])=O.BrC1C=CC2N(CCCNC3C=CC=CC=3)C3C(C=2C=1)=CC(Br)=CC=3>>[O:23]1[CH2:24][CH:22]1[CH2:21][CH2:20][NH:13][C:14]1[CH:19]=[CH:18][CH:17]=[CH:16][CH:15]=1. Reported procedure: Prepared from 2-nitro-N-(2-(oxiran-2-yl)ethyl)-N-phenylbenzenesulfonamide using an analogous procedure as used to prepare the compound of Example 20. The reactants are FC(F)(F)Oc1ccc(CBr)cc1, N#C[Na], CN(C)C=O, O. Product: N#CCc1ccc(OC(F)(F)F)cc1. Reaction SMILES: [F:1][C:2]([O:3][c:4]1[cH:5][cH:6][c:7]([CH2:8][Br:9])[cH:10][cH:11]1)([F:12])[F:13].[Na:14][C:15]#[N:16].[O:18]=[CH:19][N:20]([CH3:21])[CH3:22].[OH2:17]>>[F:1][C:2]([O:3][c:4]1[cH:5][cH:6][c:7]([CH2:8][C:15]#[N:16])[cH:10][cH:11]1)([F:12])[F:13]. Starting materials: C1CCOC1, CC(C)[N-]C(C)C, O=Cc1ccc(OCCCCl)cc1, [Li+], O. The product is C#Cc1ccc(OCCCCl)cc1. As a reaction SMILES: [CH2:23]1[O:24][CH2:25][CH2:26][CH2:27]1.[CH3:2][CH:3]([N-:4][CH:5]([CH3:6])[CH3:7])[CH3:8].[Cl:9][CH2:10][CH2:11][CH2:12][O:13][c:14]1[cH:15][cH:16][c:17]([CH:18]=[O:19])[cH:20][cH:21]1.[Li+:1].[OH2:22]>>[CH:2]#[C:18][c:17]1[cH:16][cH:15][c:14]([O:13][CH2:12][CH2:11][CH2:10][Cl:9])[cH:21][cH:20]1.